This data is from the Open Reaction Database (ORD), a public repository of structured organic reaction records. The task is: describe an organic reaction: reactants, conditions, products, and yield Solvent: CN(C)C=O (DMF). Reaction conditions: time 30 minute. Reaction SMILES: [F:1][C:2]([F:11])([F:10])[C:3]1[C:7]([CH:8]=[O:9])=[CH:6][NH:5][N:4]=1.[H-].[Na+].Br[CH2:15][C:16]([NH:18][C:19]1[S:23][C:22]2[CH2:24][CH2:25][CH2:26][CH2:27][C:21]=2[C:20]=1[C:28]([NH2:30])=[O:29])=[O:17].O>CN(C=O)C>[CH:8]([C:7]1[C:3]([C:2]([F:1])([F:10])[F:11])=[N:4][N:5]([CH2:15][C:16]([NH:18][C:19]2[S:23][C:22]3[CH2:24][CH2:25][CH2:26][CH2:27][C:21]=3[C:20]=2[C:28]([NH2:30])=[O:29])=[O:17])[CH:6]=1)=[O:9] |f:1.2|. Starting materials: O (Water), FC(C1=NNC=C1C=O)(F)F (3-(trifluoromethyl)pyrazole-4-carbaldehyde), BrCC(=O)NC1=C(C2=C(S1)CCCC2)C(=O)N (2-(2-bromoacetamido)-4,5,6,7-tetrahydrobenzo[b]thiophene-3-carboxamide), [H-].[Na+] (NaH). Procedure details: 3-(trifluoromethyl)pyrazole-4-carbaldehyde (200 mg, 1.22 mmol) was dissolved in DMF (10 mL). NaH (60% [w/w] suspension in oil, 50 mg, 1.25 mmol) was added portionwise and the reaction mixture stirred at RT for 30 min. 2-(2-bromoacetamido)-4,5,6,7-tetrahydrobenzo[b]thiophene-3-carboxamide (386 mg, 1.22 mmol) was added and the reaction mixture heated at 65° C. for 2 h, then allowed to cool to RT. Water (10 mL) was added and the reaction mixture extracted with EtOAc (3×10 mL). The combined EtOAc la... Yield: 95.9%. Product: C(=O)C=1C(=NN(C1)CC(=O)NC1=C(C2=C(S1)CCCC2)C(=O)N)C(F)(F)F (2-(2-(4-formyl-3-(trifluoromethyl)pyrazol-1-yl)acetamido)-4,5,6,7-tetrahydrobenzo[b]thiophene-3-carboxamide). The reactants are CC1CC2(CC3CCC4C5CCC(O)C5(C)CCC4C13C)OCCO2, CCOC(C)=O, CN(C)C=O, O=[Cr](=O)([O-])O[Cr](=O)(=O)[O-], [Cr], c1cc[nH+]cc1, c1cc[nH+]cc1. Product: CC1CC2(CC3CCC4C5CCC(=O)C5(C)CCC4C13C)OCCO2. RXN SMILES: [CH2:1]1[O:2][C:3]2([CH2:4][CH:5]3[CH2:6][CH2:7][CH:8]4[CH:9]5[CH2:10][CH2:11][CH:12]([OH:23])[C:13]5([CH3:14])[CH2:15][CH2:16][CH:17]4[C:18]3([CH3:22])[CH:19]([CH3:21])[CH2:20]2)[O:24][CH2:25]1.[CH3:47][CH2:48][O:49][C:50](=[O:51])[CH3:52].[CH3:53][N:54]([CH3:55])[CH:56]=[O:57].[Cr:26]([O:27][Cr:28]([O-:29])(=[O:30])=[O:31])([O-:32])(=[O:33])=[O:34].[Cr:58].[nH+:35]1[cH:36][cH:37][cH:38][cH:39][cH:40]1.[nH+:41]1[cH:42][cH:43][cH:44][cH:45][cH:46]1>>[CH2:1]1[O:2][C:3]2([CH2:4][CH:5]3[CH2:6][CH2:7][CH:8]4[CH:9]5[CH2:10][CH2:11][C:12](=[O:23])[C:13]5([CH3:14])[CH2:15][CH2:16][CH:17]4[C:18]3([CH3:22])[CH:19]([CH3:21])[CH2:20]2)[O:24][CH2:25]1.